Dataset: the Open Reaction Database (ORD), a public repository of structured organic reaction records. Task: describe an organic reaction: reactants, conditions, products, and yield Reactants: compound 4, COC1=C(CNC(C(=O)[O-])=O)C=CC(=C1)C (2-(2-methoxy-4-methylbenzylamino)-2-oxoacetate), COC1=C(CN(C(C(=O)N)=O)CCC2=NC=C(C=C2)C)C=CC(=C1)C (N′-(2-methoxy-4-methylbenzyl)-N2-(2-(5-methylpyridin-2-yl)ethyl) oxalamide), COC1=C(CNC(C(=O)[O-])=O)C=CC(=C1)C (2-(2-methoxy-4-methylbenzylamino)-2-oxoacetate). The reagents and catalysts are [Ni] (Ni). The product is COC1=C(CNC(C(=O)NCCC2=NC=C(C=C2)C)=O)C=CC(=C1)C (N1-(2-methoxy-4-methylbenzyl)-N2-(2-(5-methylpyridin-2-yl)ethyl) oxalamide). RXN SMILES: COC1C=C(C)C=CC=1C[N:6]([CH2:12][CH2:13][C:14]1[CH:19]=[CH:18][C:17]([CH3:20])=[CH:16][N:15]=1)C(=O)C(N)=O.[CH3:26][O:27][C:28]1[CH:40]=[C:39]([CH3:41])[CH:38]=[CH:37][C:29]=1[CH2:30][NH:31][C:32](=[O:36])[C:33]([O-:35])=O>[Ni]>[CH3:26][O:27][C:28]1[CH:40]=[C:39]([CH3:41])[CH:38]=[CH:37][C:29]=1[CH2:30][NH:31][C:32](=[O:36])[C:33]([NH:6][CH2:12][CH2:13][C:14]1[CH:19]=[CH:18][C:17]([CH3:20])=[CH:16][N:15]=1)=[O:35]. Reported procedure: This method resulted in an improved yield of 85% when compared to the previous example (40%) yield by purification of compound 4 with column chromatography and by using H2/Raney Ni instead of BH3—SMe2. Further, the one-pot preparation of N′-(2-methoxy-4-methylbenzyl)-N2-(2-(5-methylpyridin-2-yl)ethyl) oxalamide shown in the previous example, was divided into two steps in this example. The yield was improved to 44% by purification of 2-(2-methoxy-4-methylbenzylamino)-2-oxoacetate in this example,... Starting materials: NCC1=CC(=NC=C1)NC(=O)NC (1-(4-aminomethyl-pyridin-2-yl)-3-methyl-urea), COC(C1=C(N=CC=C1)Cl)=O (2-chloro-nicotinic acid methyl ester). Reaction conditions: temperature 120 celsius. Product: COC(C1=C(N=CC=C1)NCC1=CC(=NC=C1)NC(=O)NC)=O (2-{[2-(3-methyl-ureido)-pyridin-4-ylmethyl]-amino}-nicotinic acid methyl ester). Isolated yield 62.8%. As a reaction SMILES: [NH2:1][CH2:2][C:3]1[CH:8]=[CH:7][N:6]=[C:5]([NH:9][C:10]([NH:12][CH3:13])=[O:11])[CH:4]=1.[CH3:14][O:15][C:16](=[O:24])[C:17]1[CH:22]=[CH:21][CH:20]=[N:19][C:18]=1Cl>>[CH3:14][O:15][C:16](=[O:24])[C:17]1[CH:22]=[CH:21][CH:20]=[N:19][C:18]=1[NH:1][CH2:2][C:3]1[CH:8]=[CH:7][N:6]=[C:5]([NH:9][C:10]([NH:12][CH3:13])=[O:11])[CH:4]=1. Reported procedure: A mixture of 1-(4-aminomethyl-pyridin-2-yl)-3-methyl-urea (3.8 g, 21.1 mmol) and 2-chloro-nicotinic acid methyl ester [Mann et al. J. Chem. Soc.; 1952; 2057, 2060] (1.78 g, 10.4 mmol) was heated for 1 hour at 120° C. The crude product was purified by chromatography on silica gel (Gradient elution: 100% CH2Cl2 to 93% CH2Cl2/7% MeOH) to give 2-{[2-(3-methyl-ureido)-pyridin-4-ylmethyl]-amino}-nicotinic acid methyl ester (2.06 g); Mp. 145-146° C. The reactants are CO, CC1CN(C(=O)OC(C)(C)C)CC(C)N1CCN1C(=O)c2ccccc2C1=O. Yields the product CC1CN(C(=O)OC(C)(C)C)CC(C)N1CCN. As a reaction SMILES: [CH3:29][OH:30].[O:1]=[C:2]1[N:3]([CH2:12][CH2:13][N:14]2[CH:15]([CH3:28])[CH2:16][N:17]([C:21](=[O:22])[O:23][C:24]([CH3:25])([CH3:26])[CH3:27])[CH2:18][CH:19]2[CH3:20])[C:10](=[O:11])[c:5]2[c:4]1[cH:9][cH:8][cH:7][cH:6]2>>[NH2:3][CH2:12][CH2:13][N:14]1[CH:15]([CH3:28])[CH2:16][N:17]([C:21](=[O:22])[O:23][C:24]([CH3:25])([CH3:26])[CH3:27])[CH2:18][CH:19]1[CH3:20]. Starting materials: [N+](=O)([O-])C=1C=C(CCl)C=CC1 (3-nitrobenzyl chloride), OCC=1SC2=C(N1)C=CC=C2 (2-hydroxymethylbenzothiazole), C([O-])([O-])=O.[K+].[K+] (potassium carbonate). Solvent: CC(=O)C (acetone). Reaction conditions: time 1.5 hour. The product is [N+](=O)([O-])C=1C=C(C=CC1)COCC=1SC2=C(N1)C=CC=C2 (2-(3-nitrophenyl)methoxymethylbenzothiazole). Yield: 71.9%. RXN SMILES: [N+:1]([C:4]1[CH:5]=[C:6]([CH:9]=[CH:10][CH:11]=1)[CH2:7]Cl)([O-:3])=[O:2].[OH:12][CH2:13][C:14]1[S:15][C:16]2[CH:22]=[CH:21][CH:20]=[CH:19][C:17]=2[N:18]=1.C(=O)([O-])[O-].[K+].[K+]>CC(C)=O>[N+:1]([C:4]1[CH:5]=[C:6]([CH2:7][O:12][CH2:13][C:14]2[S:15][C:16]3[CH:22]=[CH:21][CH:20]=[CH:19][C:17]=3[N:18]=2)[CH:9]=[CH:10][CH:11]=1)([O-:3])=[O:2] |f:2.3.4|. Procedure details: A mixture of 1.60 g of 3-nitrobenzyl chloride, 1.3 g of 2-hydroxymethylbenzothiazole and 0.54 of potassium carbonate in 20 ml of acetone was stirred at room temperature for 1.5 hours and then refluxed for 30 minutes. After evaporation of acetone under reduced pressure, the residue was dissolved in ethyl acetate, washed with water and dried over magnesium sulfate, followed by evaporation of the solvent under reduced pressure. The residue was purified through a silica gel column chromatography by ... Reactants: CCOC(=O)Cc1ccc(NC(=O)Nc2ccccc2OC)cc1, CO. Product: COc1ccccc1NC(=O)Nc1ccc(CC(=O)O)cc1. Reaction SMILES: [CH3:1][O:2][c:3]1[c:4]([NH:9][C:10]([NH:11][c:12]2[cH:13][cH:14][c:15]([CH2:18][C:19](=[O:20])[O:21][CH2:22][CH3:23])[cH:16][cH:17]2)=[O:24])[cH:5][cH:6][cH:7][cH:8]1.[CH3:25][OH:26]>>[CH3:1][O:2][c:3]1[c:4]([NH:9][C:10]([NH:11][c:12]2[cH:13][cH:14][c:15]([CH2:18][C:19](=[O:20])[OH:21])[cH:16][cH:17]2)=[O:24])[cH:5][cH:6][cH:7][cH:8]1.